Dataset: the Open Reaction Database (ORD), a public repository of structured organic reaction records. Task: describe an organic reaction: reactants, conditions, products, and yield Starting materials: Br (HBr), C(C(C)(C)C)(=O)OCOC(=O)C1=CCS[C@H]2N1C([C@H]2NC(C(=NOC)C=2N=C(SC2)N)=O)=O (7β-[2-(2-amino-4-thiazolyl)-2-methoxyiminoacetamido]-3-cephem-4-carboxylic acid pivaloyloxymethyl ester), C(C)OCC (diethyl ether). The solvent is C(Cl)Cl (CH2Cl2), C(Cl)Cl (CH2Cl2). Yields the product Br.C(C(C)(C)C)(=O)OCOC(=O)C1=CCS[C@H]2N1C([C@H]2NC(C(=NOC)C=2N=C(SC2)N)=O)=O (7β-[2-(2-amino-4-thiazolyl)-2-methoxyiminoacetamido]-3-cephem-4-carboxylic acid pivaloyloxymethyl ester hydrobromide). As a reaction SMILES: [BrH:1].[C:2]([O:8][CH2:9][O:10][C:11]([C:13]1[N:18]2[C:19](=[O:34])[C@@H:20]([NH:21][C:22](=[O:33])[C:23]([C:27]3[N:28]=[C:29]([NH2:32])[S:30][CH:31]=3)=[N:24][O:25][CH3:26])[C@H:17]2[S:16][CH2:15][CH:14]=1)=[O:12])(=[O:7])[C:3]([CH3:6])([CH3:5])[CH3:4].C(OCC)C>C(Cl)Cl>[BrH:1].[C:2]([O:8][CH2:9][O:10][C:11]([C:13]1[N:18]2[C:19](=[O:34])[C@@H:20]([NH:21][C:22](=[O:33])[C:23]([C:27]3[N:28]=[C:29]([NH2:32])[S:30][CH:31]=3)=[N:24][O:25][CH3:26])[C@H:17]2[S:16][CH2:15][CH:14]=1)=[O:12])(=[O:7])[C:3]([CH3:6])([CH3:5])[CH3:4] |f:4.5|. Reported procedure: 2.72 ml of a 0.46 M HBr solution in CH2Cl2 (1.25 mol equivalents) are added, while stirring, to a solution, cooled with ice, of 497 mg of 7β-[2-(2-amino-4-thiazolyl)-2-methoxyiminoacetamido]-3-cephem-4-carboxylic acid pivaloyloxymethyl ester (free base) in 5 ml of CH2Cl2. After stirring for 10 minutes, 35 ml of diethyl ether are added to the solution and a precipitate forms. The mixture is stirred for a further 1/2 hour at 0°, the precipitate is filtered off, washed with diethyl ether and dried ... Starting materials: CC(=O)[O-], CCO, O=C1CC(=O)CC(c2c(Cl)cccc2Cl)C1, [NH4+]. Yields the product NC1=CC(=O)CC(c2c(Cl)cccc2Cl)C1. As a reaction SMILES: [CH3:18][C:19](=[O:20])[O-:21].[CH3:22][CH2:23][OH:24].[Cl:1][c:2]1[c:3]([CH:9]2[CH2:10][C:11](=[O:16])[CH2:12][C:13](=[O:15])[CH2:14]2)[c:4]([Cl:8])[cH:5][cH:6][cH:7]1.[NH4+:17]>>[Cl:1][c:2]1[c:3]([CH:9]2[CH2:10][C:11](=[O:16])[CH:12]=[C:13]([NH2:17])[CH2:14]2)[c:4]([Cl:8])[cH:5][cH:6][cH:7]1. The reactants are C([O-])([O-])=O.[K+].[K+] (potassium carbonate), ClC1=C(C(=CC=C1)Cl)CS(=O)(=O)C=1C=C2/C(/C(NC2=CC1)=O)=C/C1=C(C(=C(N1)C)C(=O)NCCN1CCN(CC1)C(COC(C)=O)=O)C (acetic acid 2-{4-[2-({5-[5-(2,6-dichlorophenylmethanesulfonyl)-2-oxo-1,2-dihydro-indol-(3Z)-ylidenemethyl]-2,4-dimethyl-1H-pyrrole-3-carbonyl}-amino)-ethyl]-piperazin-1-yl}-2-oxo-ethyl ester). Solvent: O (water), CO (methanol). Reaction conditions: temperature 40 celsius, time 8 hour. The product is OCC(=O)N1CCN(CC1)CCNC(=O)C1=C(NC(=C1C)\C=C\1/C(NC2=CC=C(C=C12)S(=O)(=O)CC1=C(C=CC=C1Cl)Cl)=O)C (5-[5-(2,6-Dichloro-phenylmethanesulfonyl)-2-oxo-1,2-dihydro-indol-(3Z)-ylidenemethyl]-2,4-dimethyl-1H-pyrrole-3-carboxylic acid{2-[4-(2-hydroxy-acetyl)-piperazin-1-yl]-ethyl}-amide). Reaction SMILES: [Cl:1][C:2]1[CH:7]=[CH:6][CH:5]=[C:4]([Cl:8])[C:3]=1[CH2:9][S:10]([C:13]1[CH:14]=[C:15]2[C:19](=[CH:20][CH:21]=1)[NH:18][C:17](=[O:22])/[C:16]/2=[CH:23]\[C:24]1[NH:28][C:27]([CH3:29])=[C:26]([C:30]([NH:32][CH2:33][CH2:34][N:35]2[CH2:40][CH2:39][N:38]([C:41](=[O:47])[CH2:42][O:43]C(=O)C)[CH2:37][CH2:36]2)=[O:31])[C:25]=1[CH3:48])(=[O:12])=[O:11].C(=O)([O-])[O-].[K+].[K+]>O.CO>[OH:43][CH2:42][C:41]([N:38]1[CH2:39][CH2:40][N:35]([CH2:34][CH2:33][NH:32][C:30]([C:26]2[C:25]([CH3:48])=[C:24](/[CH:23]=[C:16]3\[C:17](=[O:22])[NH:18][C:19]4[C:15]\3=[CH:14][C:13]([S:10]([CH2:9][C:3]3[C:2]([Cl:1])=[CH:7][CH:6]=[CH:5][C:4]=3[Cl:8])(=[O:12])=[O:11])=[CH:21][CH:20]=4)[NH:28][C:27]=2[CH3:29])=[O:31])[CH2:36][CH2:37]1)=[O:47] |f:1.2.3|. Procedure details: A mixture of acetic acid 2-{4-[2-({5-[5-(2,6-dichlorophenylmethanesulfonyl)-2-oxo-1,2-dihydro-indol-(3Z)-ylidenemethyl]-2,4-dimethyl-1H-pyrrole-3-carbonyl}-amino)-ethyl]-piperazin-1-yl}-2-oxo-ethyl ester (from the above reaction) and 10% potassium carbonate (2.67 g) in water (20 mL) and methanol (10 mL) was stirred at 40° C. for overnight. The precipitate was collected by vacuum filtration, washed with methanol, water and dried to give 305 mg (45% for 4 steps) of the titled compound as a yellow ... Reactants: C#C[Si](C)(C)C, CON(C)C(=O)c1ccc(C(F)(F)F)nc1Cl. Yields the product CON(C)C(=O)c1ccc(C(F)(F)F)nc1C#C[Si](C)(C)C. Reaction SMILES: [CH3:18][Si:19]([CH3:20])([CH3:21])[C:22]#[CH:23].[Cl:1][c:2]1[c:3]([C:4](=[O:5])[N:6]([CH3:7])[O:8][CH3:9])[cH:10][cH:11][c:12]([C:14]([F:15])([F:16])[F:17])[n:13]1>>[c:2]1([C:23]#[C:22][Si:19]([CH3:18])([CH3:20])[CH3:21])[c:3]([C:4](=[O:5])[N:6]([CH3:7])[O:8][CH3:9])[cH:10][cH:11][c:12]([C:14]([F:15])([F:16])[F:17])[n:13]1.